Dataset: the Open Reaction Database (ORD), a public repository of structured organic reaction records. Task: describe an organic reaction: reactants, conditions, products, and yield Solvent: CN(C)C=O (DMF). The reactants are COC1=CC=C(C(C2=CC=C(C=C2)OC)(C2=CC=CC=C2)OC[C@@H]2[C@H](C[C@@H](O2)N2C(=O)NC(=O)C(C)=C2)O)C=C1 (5'-O-(4,4'-dimethoxytrityl)-thymidine), C(C1=CC=CC=C1)Br (benzyl bromide), oil, [H-].[Na+] (NaH), C(=O)(O)[O-].[Na+] (NaHCO3), [H][H] (hydrogen). Run at time 5 minute. RXN SMILES: COC1C=CC([C:7]([O:22][CH2:23][C@H:24]2[O:28][C@@H:27]([N:29]3[CH:37]=[C:35]([CH3:36])[C:33](=O)[NH:32][C:30]3=[O:31])[CH2:26][C@@H:25]2[OH:38])([C:16]2[CH:21]=[CH:20][CH:19]=[CH:18][CH:17]=2)C2C=CC(OC)=CC=2)=CC=1.[H-].[Na+].C(Br)[C:44]1[CH:49]=[CH:48][CH:47]=[CH:46][CH:45]=1.[C:51]([O-:54])(O)=O.[Na+].[H][H]>CN(C=O)C>[CH2:7]([O:22][C@@H:23]1[C@@H:24]([CH2:25][OH:38])[O:28][C@@H:27]([N:29]2[CH:37]=[C:35]([CH3:36])[C:51](=[O:54])[N:32]([CH2:33][C:44]3[CH:49]=[CH:48][CH:47]=[CH:46][CH:45]=3)[C:30]2=[O:31])[CH2:26]1)[C:16]1[CH:17]=[CH:18][CH:19]=[CH:20][CH:21]=1 |f:1.2,4.5|. The yield is 88.2%. Product: C(C1=CC=CC=C1)O[C@H]1C[C@@H](O[C@@H]1CO)N1C(=O)N(C(=O)C(C)=C1)CC1=CC=CC=C1 (3'-O,N3 -Dibenzylthymidine). Procedure details: To a stirred solution of 2.18 g of 5'-O-(4,4'-dimethoxytrityl)-thymidine (4.00 mmol) in 52 mL of dry DMF was carefully added 2.00 g of a 60% oil dispersion of NaH. The reaction was stirred at room temperature for 5 min. To the mixture was added 4.77 mL (40.1 mmol, 10.0 equiv.) of benzyl bromide dropwise, over several minutes. After 1 h, the reaction was cooled on an ice-water bath. Then, 12 mL of sat. aq. NaHCO3 was carefully added (vigorous hydrogen gas evolution) dropwise, over several minutes...